From a dataset of the Open Reaction Database (ORD), a public repository of structured organic reaction records. describe an organic reaction: reactants, conditions, products, and yield The reactants are C[N-]OC, Cl, [Li]CC(=O)OCC, C1CCOC1, O=C(NC(Cc1ccccc1)C(O)C(=O)O)OCc1ccccc1. Product: CCOC(=O)CC(=O)C(O)C(Cc1ccccc1)NC(=O)OCc1ccccc1. Reaction SMILES: [CH3:25][O:26][N-:27][CH3:28].[ClH:36].[Li:29][CH2:30][C:31](=[O:32])[O:33][CH2:34][CH3:35].[O:37]1[CH2:38][CH2:39][CH2:40][CH2:41]1.[OH:1][CH:2]([C:3](=[O:4])[OH:5])[CH:6]([CH2:7][c:8]1[cH:9][cH:10][cH:11][cH:12][cH:13]1)[NH:14][C:15](=[O:16])[O:17][CH2:18][c:19]1[cH:20][cH:21][cH:22][cH:23][cH:24]1>>[OH:1][CH:2]([C:3](=[O:5])[CH2:30][C:31](=[O:32])[O:33][CH2:34][CH3:35])[CH:6]([CH2:7][c:8]1[cH:9][cH:10][cH:11][cH:12][cH:13]1)[NH:14][C:15](=[O:16])[O:17][CH2:18][c:19]1[cH:20][cH:21][cH:22][cH:23][cH:24]1. Starting materials: C([O-])(O)=O.[Na+] (sodium bicarbonate), C(C)(C)N(C(C)C)CC1=CC=C(C(=O)N2CCN(CC2)S(=O)(=O)C2=CC3=CC=C(C=C3C=C2)OC)C=C1 (1-(4-diisopropylaminomethylbenzoyl)-4-(6-methoxynaphthalene-2-sulfonyl)piperazine), B(Br)(Br)Br (BBr3). Solvent: C(Cl)Cl (CH2Cl2), C(Cl)Cl (CH2Cl2). Run at time 1 hour. Product: C(C)(C)N(C(C)C)CC1=CC=C(C(=O)N2CCN(CC2)S(=O)(=O)C2=CC3=CC=C(C=C3C=C2)O)C=C1 (1-(4-Diisopropylaminomethylbenzoyl)-4-(6-hydroxynaphthalene-2-sulfonyl)piperazine). The yield is 93.5%. Reaction SMILES: [CH:1]([N:4]([CH2:8][C:9]1[CH:37]=[CH:36][C:12]([C:13]([N:15]2[CH2:20][CH2:19][N:18]([S:21]([C:24]3[CH:33]=[CH:32][C:31]4[C:26](=[CH:27][CH:28]=[C:29]([O:34]C)[CH:30]=4)[CH:25]=3)(=[O:23])=[O:22])[CH2:17][CH2:16]2)=[O:14])=[CH:11][CH:10]=1)[CH:5]([CH3:7])[CH3:6])([CH3:3])[CH3:2].B(Br)(Br)Br.C(=O)(O)[O-].[Na+]>C(Cl)Cl>[CH:1]([N:4]([CH2:8][C:9]1[CH:37]=[CH:36][C:12]([C:13]([N:15]2[CH2:20][CH2:19][N:18]([S:21]([C:24]3[CH:33]=[CH:32][C:31]4[C:26](=[CH:27][CH:28]=[C:29]([OH:34])[CH:30]=4)[CH:25]=3)(=[O:23])=[O:22])[CH2:17][CH2:16]2)=[O:14])=[CH:11][CH:10]=1)[CH:5]([CH3:7])[CH3:6])([CH3:2])[CH3:3] |f:2.3|. Reported procedure: To a solution of 1-(4-diisopropylaminomethylbenzoyl)-4-(6-methoxynaphthalene-2-sulfonyl)piperazine (100 mg) in CH2Cl2 (6 ml) was added dropwise at 0° C. a solution of 3.5 M BBr3 in CH2Cl2 (0.12 ml), and the solution was stirred at room temperature for 1 hour. To the reaction solution was added sodium bicarbonate solution and the organic layer was separated, dried and concentrated to give a colorless solid of the title compound (91 mg). Starting materials: Cl.COC1=CC=C(C=C1)C1=C(C2=C(S1)C=C(C=C2)OC)NC2=CC=C(C=C2)OCCN2CCCCC2 (2-(4-methoxyphenyl)-3-[N-[4-[2-(1-piperidinyl)ethoxy]phenyl]amino]-6-methoxybenzo[b]thiophene hydrochloride), B(Br)(Br)Br (BBr3). Run in C(Cl)Cl (CH2Cl2). Conditions: time 6 hour. Yields the product OC1=CC=C(C=C1)C1=C(C2=C(S1)C=C(C=C2)O)NC2=CC=C(C=C2)OCCN2CCCCC2 (2-(4-hydroxyphenyl)-3-[N-[4-[2-(1-piperidinyl)ethoxy]phenyl]amino]-6-hydroxybenzo[b]thiophene). Isolated yield 56.4%. As a reaction SMILES: Cl.C[O:3][C:4]1[CH:9]=[CH:8][C:7]([C:10]2[S:14][C:13]3[CH:15]=[C:16]([O:19]C)[CH:17]=[CH:18][C:12]=3[C:11]=2[NH:21][C:22]2[CH:27]=[CH:26][C:25]([O:28][CH2:29][CH2:30][N:31]3[CH2:36][CH2:35][CH2:34][CH2:33][CH2:32]3)=[CH:24][CH:23]=2)=[CH:6][CH:5]=1.B(Br)(Br)Br>C(Cl)Cl>[OH:3][C:4]1[CH:9]=[CH:8][C:7]([C:10]2[S:14][C:13]3[CH:15]=[C:16]([OH:19])[CH:17]=[CH:18][C:12]=3[C:11]=2[NH:21][C:22]2[CH:27]=[CH:26][C:25]([O:28][CH2:29][CH2:30][N:31]3[CH2:36][CH2:35][CH2:34][CH2:33][CH2:32]3)=[CH:24][CH:23]=2)=[CH:6][CH:5]=1 |f:0.1|. Procedure: To a solution of 2-(4-methoxyphenyl)-3-[N-[4-[2-(1-piperidinyl)ethoxy]phenyl]amino]-6-methoxybenzo[b]thiophene hydrochloride (0.70 g, 1.25 mmol) in 40 mL of anhydrous CH2Cl2 under N2 10° C. was added BBr3 (0.36 mL, 3.80 mmmol). The solution was allowed to gradually warm to room temperature and stirred for a total of 6 h. The reaction was quenched by pouring the mixture into an excess of sat. NaHCO3 solution. The aqueous was then extracted several times with 5% EtOH/EtOAc. The organic was combine... As a reaction SMILES: [Br:14][CH2:15][CH2:16][CH2:17][NH2:18].[CH3:19][CH2:20][O:21][CH2:22][CH3:23].[CH3:7][N:8]([CH3:9])[CH2:10][C:11]#[CH:12].[ClH:13].[NH3:1].[Na:2].[O-:3][N+:4](=[O:5])[O-:6]>>[CH3:7][N:8]([CH3:9])[CH2:10][C:11]#[C:12][CH2:15][CH2:16][CH2:17][NH2:18]. Product: CN(C)CC#CCCCN. Starting materials: NCCCBr, CCOCC, C#CCN(C)C, Cl, N, [Na], O=[N+]([O-])[O-]. Starting materials: C(=O)C1CCN(CC1)CC1=CC=C(C(=O)OC(C)(C)C)C=C1 (tert-butyl 4-((4-formylpiperidin-1-yl)methyl)benzoate), BrC1=CC=C(C=C1)[C@H]1[C@@H](C1)N (trans-2-(4-bromophenyl)cyclopropylamine), O (Water), [B-]C#N.[Na+] (Sodium cyanotrihydroborate). The solvent is CO (methanol). Reaction conditions: time 1 hour. The product is BrC1=CC=C(C=C1)[C@H]1[C@@H](C1)NCC1CCN(CC1)CC1=CC=C(C(=O)O)C=C1 (4-((4-(((trans-2-(4-bromophenyl)cyclopropyl)amino)methyl)piperidin-1-yl)methyl)benzoic acid). Isolated yield 26.8%. RXN SMILES: [CH:1]([CH:3]1[CH2:8][CH2:7][N:6]([CH2:9][C:10]2[CH:22]=[CH:21][C:13]([C:14]([O:16]C(C)(C)C)=[O:15])=[CH:12][CH:11]=2)[CH2:5][CH2:4]1)=O.[Br:23][C:24]1[CH:29]=[CH:28][C:27]([C@@H:30]2[CH2:32][C@H:31]2[NH2:33])=[CH:26][CH:25]=1.[B-]C#N.[Na+].O>CO>[Br:23][C:24]1[CH:25]=[CH:26][C:27]([C@@H:30]2[CH2:32][C@H:31]2[NH:33][CH2:1][CH:3]2[CH2:4][CH2:5][N:6]([CH2:9][C:10]3[CH:11]=[CH:12][C:13]([C:14]([OH:16])=[O:15])=[CH:21][CH:22]=3)[CH2:7][CH2:8]2)=[CH:28][CH:29]=1 |f:2.3|. Reported procedure: To a solution of tert-butyl 4-((4-formylpiperidin-1-yl)methyl)benzoate (250 mg, 0.824 mmol) in methanol (50 mL) was added trans-2-(4-bromophenyl)cyclopropylamine (210 mg, 0.989 mmol). The reaction mixture was refluxed for 2 minutes then cooled down to room temperature. Sodium cyanotrihydroborate (78 mg, 1.236 mmol) was added. The reaction mixture was stirred 1 hour at room temperature. Water (50 mL) was added. The reaction was concentrated and 50 mL of dichloromethane was added. The layers were ... Product: Cc1oc(-c2ccco2)nc1COc1ccc(C=O)cc1Br. As a reaction SMILES: [Br:14][c:15]1[cH:16][c:17]([CH:18]=[O:19])[cH:20][cH:21][c:22]1[OH:23].[C:24](=[O:25])([O-:26])[O-:27].[CH3:30][N:31]([CH3:32])[CH:33]=[O:34].[Cl:1][CH2:2][c:3]1[n:4][c:5](-[c:9]2[o:10][cH:11][cH:12][cH:13]2)[o:6][c:7]1[CH3:8].[K+:28].[K+:29].[OH2:35]>>[CH2:2]([c:3]1[n:4][c:5](-[c:9]2[o:10][cH:11][cH:12][cH:13]2)[o:6][c:7]1[CH3:8])[O:23][c:22]1[c:15]([Br:14])[cH:16][c:17]([CH:18]=[O:19])[cH:20][cH:21]1. Reactants: O=Cc1ccc(O)c(Br)c1, O=C([O-])[O-], CN(C)C=O, Cc1oc(-c2ccco2)nc1CCl, [K+], [K+], O. Starting materials: CCOc1cncc(C(CC(=O)OC(C)(C)C)N2CCN(CCCc3cccc(NCc4ccc(OC)cc4)n3)C2=O)c1, ClCCl, O=C(O)C(F)(F)F. Product: CCOc1cncc(C(CC(=O)O)N2CCN(CCCc3cccc(NCc4ccc(OC)cc4)n3)C2=O)c1. RXN SMILES: [C:1]([CH3:2])([CH3:3])([CH3:4])[O:5][C:6]([CH2:7][CH:8]([N:9]1[C:10](=[O:33])[N:11]([CH2:14][CH2:15][CH2:16][c:17]2[n:18][c:19]([NH:23][CH2:24][c:25]3[cH:26][cH:27][c:28]([O:31][CH3:32])[cH:29][cH:30]3)[cH:20][cH:21][cH:22]2)[CH2:12][CH2:13]1)[c:34]1[cH:35][n:36][cH:37][c:38]([O:40][CH2:41][CH3:42])[cH:39]1)=[O:43].[Cl:51][CH2:52][Cl:53].[F:44][C:45]([F:46])([F:47])[C:48]([OH:49])=[O:50]>>[O:5]=[C:6]([CH2:7][CH:8]([N:9]1[C:10](=[O:33])[N:11]([CH2:14][CH2:15][CH2:16][c:17]2[n:18][c:19]([NH:23][CH2:24][c:25]3[cH:26][cH:27][c:28]([O:31][CH3:32])[cH:29][cH:30]3)[cH:20][cH:21][cH:22]2)[CH2:12][CH2:13]1)[c:34]1[cH:35][n:36][cH:37][c:38]([O:40][CH2:41][CH3:42])[cH:39]1)[OH:43]. Reactants: CN(C)C1=NC=CC=C1 (dimethylaminopyridine), CC1(OC2=C(C1)C(=C(C(=C2C2CC(CC(C2)=O)=O)C)C)C)C (5-(2,3-dihydro-2,2,4,5,6-pentamethylbenzofuran-7-yl)cyclohexane-1,3-dione), C(CCC)(=O)O (butyric acid). Solvent: C1(=CC=CC=C1)C (toluene), C1(=CC=CC=C1)C (toluene). Product: C(CCC)(=O)C=1C(CC(CC1O)C1=C(C(=C(C=2C(C(OC21)C)C)C)C)C)=O (2-butyryl-5-(2,3-dihydro-2,3,4,5,6-penta-methylbenzofuran-7-yl)-3-hydroxycyclohex-2-en-1-one). Reaction SMILES: C[C:2]1([CH3:22])[CH2:6][C:5]2[C:7]([CH3:21])=[C:8]([CH3:20])[C:9]([CH3:19])=[C:10]([CH:11]3[CH2:16][C:15](=[O:17])[CH2:14][C:13](=[O:18])[CH2:12]3)[C:4]=2[O:3]1.[C:23]([OH:28])(=O)[CH2:24][CH2:25][CH3:26].[CH3:29]N(C1C=CC=CN=1)C>C1(C)C=CC=CC=1>[C:23]([C:14]1[C:13](=[O:18])[CH2:12][CH:11]([C:10]2[C:4]3[O:3][CH:2]([CH3:22])[CH:6]([CH3:29])[C:5]=3[C:7]([CH3:21])=[C:8]([CH3:20])[C:9]=2[CH3:19])[CH2:16][C:15]=1[OH:17])(=[O:28])[CH2:24][CH2:25][CH3:26]. Reported procedure: To a solution of 8.3 g of the 5-(2,3-dihydro-2,2,4,5,6-pentamethylbenzofuran-7-yl)cyclohexane-1,3-dione in 80 ml of absolute toluene was added 18 ml of anhydrous butyric acid and refluxed for 4 hours. The reaction mixture was concentrated under reduced pressure to afford a residue. To the solution of the residue in 100 ml of toluene was added 1.6 g of dimethylaminopyridine. After refluxing for 15 hours, the reaction mixture was cooled to room temperature and concentrated under reduced pressure t... Reactants: O1C(=CC=C1)C=CCCCCCCC(=O)O (9-(2-furyl)-8-nonenoic acid). The reagents and catalysts are [Pd].[O-]S(=O)(=O)[O-].[Ba+2] (Pd BaSO4). The product is O1C(=CC=C1)CCCCCCCCC(=O)O (9-(2-Furyl)nonanoic acid). Isolated yield 93.6%. Reaction SMILES: [O:1]1[CH:5]=[CH:4][CH:3]=[C:2]1[CH:6]=[CH:7][CH2:8][CH2:9][CH2:10][CH2:11][CH2:12][CH2:13][C:14]([OH:16])=[O:15]>[Pd].[O-]S([O-])(=O)=O.[Ba+2]>[O:1]1[CH:5]=[CH:4][CH:3]=[C:2]1[CH2:6][CH2:7][CH2:8][CH2:9][CH2:10][CH2:11][CH2:12][CH2:13][C:14]([OH:16])=[O:15] |f:1.2.3|. Procedure: This compound was synthesized from 9-(2-furyl)-8-nonenoic acid (0.89 g, 4 mmol) by a hydrogenation reaction using Pd/BaSO4 (90 Mg). Crystallization (petroleum ether) afforded the product (0.84 g, 93%) as white crystals (mp 31-32° C.); IR: 3450-2500, 1720 cm-1 ; 1H-NMR: 1.30 (m, 8H), 1.63 (m, 4H), 2.35 (t, 2H), 2.60 (t, 2H), 5.95 (s, 1H), 6.27 (s, 1H), 7.28 (s, 1H), 9.85 (bs, 1H). Anal. Calcd. for C13H20O3 : C, 69.61, H. 8.99%; Found: C, 69.42, H. 9.04%.